This data is from the Open Reaction Database (ORD), a public repository of structured organic reaction records. The task is: describe an organic reaction: reactants, conditions, products, and yield The reactants are Cl.C(N)(=N)CCC(=O)O (3-amidinopropionic acid hydrochloride), S(=O)(Cl)Cl (thionyl chloride). Reaction conditions: time 8 hour. Product: Cl.C(N)(=N)CCC(=O)Cl (3-Amidinopropionyl chloride hydrochloride). RXN SMILES: [ClH:1].[C:2]([CH2:5][CH2:6][C:7]([OH:9])=O)(=[NH:4])[NH2:3].S(Cl)([Cl:12])=O>>[ClH:12].[C:2]([CH2:5][CH2:6][C:7]([Cl:1])=[O:9])(=[NH:4])[NH2:3] |f:0.1,3.4|. Procedure details: A solution of 1.52 g. (0.01 mole) of 3-amidinopropionic acid hydrochloride in 18 ml. of thionyl chloride is allowed to stir at room temperature overnight. The excess solvent - reactant is then removed under reduced pressure and the product is isolated as a yellow gum, which crystallizes on standing, 1.5 g. Reactants: O=C1CCC(=O)N1Br, CCOC(C)=O, COC(=O)CCCC=CCC1C(O)CC(O)C1C=CC(O)CCCCCCl, ClC(Cl)Cl, C1CCOC1. Yields the product COC(=O)CCCC(Br)C1CC2C(CC(O)C2C=CC(O)CCCCCCl)O1. As a reaction SMILES: [Br:1][N:2]1[C:3](=[O:4])[CH2:5][CH2:6][C:7]1=[O:8].[CH3:45][CH2:46][O:47][C:48](=[O:49])[CH3:50].[CH3:9][O:10][C:11]([CH2:12][CH2:13][CH2:14][CH:15]=[CH:16][CH2:17][CH:18]1[CH:19]([OH:34])[CH2:20][CH:21]([OH:33])[CH:22]1[CH:23]=[CH:24][CH:25]([CH2:26][CH2:27][CH2:28][CH2:29][CH2:30][Cl:31])[OH:32])=[O:35].[CH:36]([Cl:37])([Cl:38])[Cl:39].[O:40]1[CH2:41][CH2:42][CH2:43][CH2:44]1>>[Br:1][CH:15]([CH2:14][CH2:13][CH2:12][C:11]([O:10][CH3:9])=[O:35])[CH:16]1[CH2:17][CH:18]2[CH:19]([CH2:20][CH:21]([OH:33])[CH:22]2[CH:23]=[CH:24][CH:25]([CH2:26][CH2:27][CH2:28][CH2:29][CH2:30][Cl:31])[OH:32])[O:34]1. The reactants are ON=C(C(=O)OCC)C(C)=O (ethyl 2-hydroxyimino-3-oxobutyrate), C([O-])([O-])=O.[K+].[K+] (potassium carbonate), C(CC)I (propyliodide). The solvent is CC(=O)C (acetone). Yields the product O=C(C(C(=O)OCC)=NOCCC)C (ethyl 3-oxo-2-propoxyiminobutyrate). Isolated yield 81.2%. RXN SMILES: [OH:1][N:2]=[C:3]([C:9](=[O:11])[CH3:10])[C:4]([O:6][CH2:7][CH3:8])=[O:5].C(=O)([O-])[O-].[K+].[K+].[CH2:18](I)[CH2:19][CH3:20]>CC(C)=O>[O:11]=[C:9]([CH3:10])[C:3](=[N:2][O:1][CH2:18][CH2:19][CH3:20])[C:4]([O:6][CH2:7][CH3:8])=[O:5] |f:1.2.3|. Procedure: To a suspension of ethyl 2-hydroxyimino-3-oxobutyrate (syn isomer, 15 g.) and potassium carbonate (19.8 g.) in acetone (75 ml.) was added dropwise propyliodide (16.2 g.) with stirring, and the mixture was stirred at ambient temperature for 1,5 hours. The insoluble substance was collected by filtration and washed with acetone. The washings and the filtrate were combined and evaporated to dryness under reduced pressure. To the resultant residue was added water and the aqueous solution was extracte... Reactants: CC(C)(C)OC(=O)N(C(=O)OC(C)(C)C)C1=NC2(c3cc(Cl)cc(B4OC(C)(C)C(C)(C)O4)c3)CCCC2CS1, CO, [N-]=[N+]=[N-], [Na+]. The product is CC(C)(C)OC(=O)N(C(=O)OC(C)(C)C)C1=NC2(c3cc(Cl)cc(N=[N+]=[N-])c3)CCCC2CS1. RXN SMILES: [C:5]([CH3:6])([CH3:7])([CH3:8])[O:9][C:10](=[O:11])[N:12]([C:13](=[O:14])[O:15][C:16]([CH3:17])([CH3:18])[CH3:19])[C:20]1=[N:25][C:24]2([c:29]3[cH:30][c:31]([Cl:44])[cH:32][c:33]([B:35]4[O:36][C:37]([CH3:38])([CH3:39])[C:40]([CH3:41])([CH3:42])[O:43]4)[cH:34]3)[CH:23]([CH2:22][S:21]1)[CH2:28][CH2:27][CH2:26]2.[CH3:45][OH:46].[N-:2]=[N+:3]=[N-:4].[Na+:1]>>[N:2](=[N+:3]=[N-:4])[c:33]1[cH:32][c:31]([Cl:44])[cH:30][c:29]([C:24]23[CH:23]([CH2:22][S:21][C:20]([N:12]([C:10]([O:9][C:5]([CH3:6])([CH3:7])[CH3:8])=[O:11])[C:13](=[O:14])[O:15][C:16]([CH3:17])([CH3:18])[CH3:19])=[N:25]2)[CH2:28][CH2:27][CH2:26]3)[cH:34]1. Reactants: ClS(=O)(=O)C=1C=C(C2=C(OCCO2)C1)C(=O)O (7-chlorosulfonyl-1,4-benzodioxane-5-carboxylic acid), C(C)(=O)O (acetic acid), [Sn] (tin), Cl (hydrochloric acid). Solvent: O (water). Reaction conditions: temperature 90 celsius. Product: SC=1C=C(C2=C(OCCO2)C1)C(=O)O (7-mercapto-1,4-benzodioxane-5-carboxylic acid). The yield is 89.7%. RXN SMILES: Cl[S:2]([C:5]1[CH:6]=[C:7]([C:15]([OH:17])=[O:16])[C:8]2[O:13][CH2:12][CH2:11][O:10][C:9]=2[CH:14]=1)(=O)=O.C(O)(=O)C.[Sn].Cl>O>[SH:2][C:5]1[CH:6]=[C:7]([C:15]([OH:17])=[O:16])[C:8]2[O:13][CH2:12][CH2:11][O:10][C:9]=2[CH:14]=1 |^3:21|. Procedure details: 243 g of 7-chlorosulfonyl-1,4-benzodioxane-5-carboxylic acid and 654 cm3 of acetic acid were introduced into a balloon flask provided with an agitator and a condenser. The mixture was heated to 90° C. and then cooled to 45° C. 389 g of tin and 1,744 cm3 of hydrochloric acid were then added. The mixture was heated to 55°-60° C., cooled and poured into water. The precipitate was dried off, washed and dried. 166 g of 7-mercapto-1,4-benzodioxane-5-carboxylic acid were obtained (M.P.: 191°-192° C.; y... The reactants are NC1=CC=C(C=C1)C1=CC=C2CN(C(C2=C1)=O)[C@H](C(=O)OC)C(C)C ((S)-Methyl 2-(6-(4-aminophenyl)-1-oxoisoindolin-2-yl)-3-methylbutanoate), CC(C(=O)OC)(C)N1C(C2=CC(=CC=C2C1)C1=CC=C(C=C1)[N+](=O)[O-])=O (Methyl 2-methyl-2-(6-(4-nitrophenyl)-1-oxoisoindolin-2-yl)propanoate). The product is NC1=CC=C(C=C1)C1=CC=C2CN(C(C2=C1)=O)C(C(=O)OC)(C)C (Methyl 2-(6-(4-aminophenyl)-1-oxoisoindolin-2-yl)-2-methylpropanoate). The yield is 78.0%. Reaction SMILES: NC1C=CC(C2C=C3C(CN([C@@H](C(C)C)C(OC)=O)C3=O)=CC=2)=CC=1.[CH3:26][C:27]([N:33]1[CH2:41][C:40]2[C:35](=[CH:36][C:37]([C:42]3[CH:47]=[CH:46][C:45]([N+:48]([O-])=O)=[CH:44][CH:43]=3)=[CH:38][CH:39]=2)[C:34]1=[O:51])([CH3:32])[C:28]([O:30][CH3:31])=[O:29]>>[NH2:48][C:45]1[CH:44]=[CH:43][C:42]([C:37]2[CH:36]=[C:35]3[C:40]([CH2:41][N:33]([C:27]([CH3:32])([CH3:26])[C:28]([O:30][CH3:31])=[O:29])[C:34]3=[O:51])=[CH:39][CH:38]=2)=[CH:47][CH:46]=1. Procedure details: The compound of example 515 was prepared analogous to the compound of example 6 by reduction of the compound of example 514. The reactants are COC(C(CO)C)=O (rac. methyl-3-hydroxy-2-methylpropionate), CC(C)=C (isobutylene). The product is C(C)(C)(C)OCC(C(=O)OC)C (rac.-methyl 3-tert. butoxy-2-methylpropionate). Yield: 43.5%. RXN SMILES: [CH3:1][O:2][C:3](=[O:8])[CH:4]([CH3:7])[CH2:5][OH:6].[CH3:9][C:10](=[CH2:12])[CH3:11]>>[C:10]([O:6][CH2:5][CH:4]([CH3:7])[C:3]([O:2][CH3:1])=[O:8])([CH3:12])([CH3:11])[CH3:9]. Reported procedure: Treatment of rac. methyl-3-hydroxy-2-methylpropionate with isobutylene using the procedure described in Example 1 gave rac.-methyl 3-tert. butoxy-2-methylpropionate in 43.5% yield as a colorless liquid. b.p. 75°-85° C. (bath temperature) (11 mm Hg.). The reactants are C([O-])([O-])=O.[K+].[K+] (potassium carbonate), C(C)(C)C1=[N+](C=CC=C1)[O-] (2-isopropylpyridine-N-oxide), C(#N)[Si](C)(C)C (cyanotrimethyl-silane), C(C)N(C(=O)Cl)CC (diethylcarbamoylchloride). Run in ClCCCl (1,2-dichloroethane). Run at time 5 minute. Yields the product C(#N)C1=NC(=CC=C1)C(C)C (2-cyano-6-isopropylpyridine). Yield: 74.8%. RXN SMILES: [CH:1]([C:4]1[CH:9]=[CH:8][CH:7]=[CH:6][N+:5]=1[O-])([CH3:3])[CH3:2].[C:11]([Si](C)(C)C)#[N:12].C(N(CC)C(Cl)=O)C.C(=O)([O-])[O-].[K+].[K+]>ClCCCl>[C:11]([C:6]1[CH:7]=[CH:8][CH:9]=[C:4]([CH:1]([CH3:3])[CH3:2])[N:5]=1)#[N:12] |f:3.4.5|. Reported procedure: A mixture of 2-isopropylpyridine-N-oxide (104, 1.33 g, 9.7 mmol), cyanotrimethyl-silane (TMS-CN) (1.42 mL, 1.06 g, 11.0 mmol) in 1,2-dichloroethane (40 mL) was stirred at room temperature for 5 min. Then, diethylcarbamoylchloride (Et2NCOCl, 1.23 mL, 9.7 mmol) was added and the mixture was stirred at room temperature under inert atmosphere. After 2 days, a aqueous solution of potassium carbonate (10%) was added and the stirring was continued for 10 min. The organic layer was separated, and the wa... Starting materials: ClC=1C=C2C=3C=CN=CC3NC2=C(C1)NC(=O)[C@@H]1COC(CN1CC(=O)O)(C)C ([(S)-5-(6-Chloro-9H-beta-carbolin-8-ylcarbamoyl)-2,2-dimethyl-morpholin-4-yl]-acetic acid), N1CCCC1 (pyrrolidine), C(C)(=O)[O-].[NH4+] (ammonium acetate). Yields the product ClC=1C=C2C=3C=CN=CC3NC2=C(C1)NC(=O)[C@H]1N(CC(OC1)(C)C)CC(N1CCCC1)=O ((S)-6,6-Dimethyl-4-(2-oxo-2-pyrrolidin-1-yl-ethyl)-morpholine-3-carboxylic acid (6-chloro-9H-beta-carbolin-8-yl)-amide). Yield: 82.0%. As a reaction SMILES: [Cl:1][C:2]1[CH:3]=[C:4]2[C:12](=[C:13]([NH:15][C:16]([C@H:18]3[N:23]([CH2:24][C:25]([OH:27])=O)[CH2:22][C:21]([CH3:29])([CH3:28])[O:20][CH2:19]3)=[O:17])[CH:14]=1)[NH:11][C:10]1[CH:9]=[N:8][CH:7]=[CH:6][C:5]2=1.[NH:30]1[CH2:34][CH2:33][CH2:32][CH2:31]1.C([O-])(=O)C.[NH4+]>>[Cl:1][C:2]1[CH:3]=[C:4]2[C:12](=[C:13]([NH:15][C:16]([C@@H:18]3[CH2:19][O:20][C:21]([CH3:29])([CH3:28])[CH2:22][N:23]3[CH2:24][C:25](=[O:27])[N:30]3[CH2:34][CH2:33][CH2:32][CH2:31]3)=[O:17])[CH:14]=1)[NH:11][C:10]1[CH:9]=[N:8][CH:7]=[CH:6][C:5]2=1 |f:2.3|. Reported procedure: The desired compound was prepared according to Method F from [(S)-5-(6-Chloro-9H-beta-carbolin-8-ylcarbamoyl)-2,2-dimethyl-morpholin-4-yl]-acetic acid and pyrrolidine in 82% yield. 1H-NMR (300 MHz, DMSO-d6): δ 1.21 (s,3H), 1.29 (s,3H), 1.75-1.92 (m,4H), 2.46 (d,1H), 2.77 (d,1H), 3.35-3.68 (m,7H), 3.94 (m,2H), 8.08 (s,1H), 8.19 (d,1H), 8.23 (s,1H), 8.41 (d,1H), 9.05 (s,1H), 10.71 (s,1H), 11.51 (s,1H). Retention Time (LC, method: ammonium acetate standard): 1.75 min. MS (M+H+): 470.3.